Dataset: the Open Reaction Database (ORD), a public repository of structured organic reaction records. Task: describe an organic reaction: reactants, conditions, products, and yield Starting materials: C(C)(C)(C)OC(=O)N1CC2C(C1)CC(C2)=O (5-oxo-hexahydro-cyclopenta[c]pyrrole-2-carboxylic acid tert-butyl ester), FC(C(=O)O)(F)F (trifluoroacetic acid). Solvent: ClCCl (dichloromethane). Yields the product C1NCC2C1CC(C2)=O (hexahydro-cyclopenta[c]pyrrol-5-one). RXN SMILES: C(OC([N:8]1[CH2:12][CH:11]2[CH2:13][C:14](=[O:16])[CH2:15][CH:10]2[CH2:9]1)=O)(C)(C)C.FC(F)(F)C(O)=O>ClCCl>[CH2:9]1[CH:10]2[CH2:15][C:14](=[O:16])[CH2:13][CH:11]2[CH2:12][NH:8]1. Procedure: reacting starting material 5-oxo-hexahydro-cyclopenta[c]pyrrole-2-carboxylic acid tert-butyl ester (I-1a) with trifluoroacetic acid in the solvent of dichloromethane in an ice-water bath to obtain hexahydro-cyclopenta[c]pyrrol-5-one triflutate (I-1b); Reactants: ClC1=CC=C2C(=CC=NC2=C1)NC1CCC(CC1)=O (4-(7-chloroquinolin-4-ylamino)-cyclohexanone), C(CC1=CC(OC)=C(OC)C=C1)N (homoveratrylamine). The solvent is C(C)O (ethanol). Product: Cl.Cl.ClC1=CC=C2C(=CC=NC2=C1)N[C@@H]1CC[C@H](CC1)NCCC1=CC(=C(C=C1)OC)OC (trans-N1 -(7-Chloro-quinolin-4-yl)-N4 -[2-(3,4-dimethoxy-phenyl)-ethyl]-cyclohexane-1,4-diamine dihydrochloride). As a reaction SMILES: [Cl:1][C:2]1[CH:11]=[C:10]2[C:5]([C:6]([NH:12][CH:13]3[CH2:18][CH2:17][C:16](=O)[CH2:15][CH2:14]3)=[CH:7][CH:8]=[N:9]2)=[CH:4][CH:3]=1.[CH2:20]([NH2:32])[CH2:21][C:22]1[CH:31]=[CH:30][C:27]([O:28][CH3:29])=[C:24]([O:25][CH3:26])[CH:23]=1>C(O)C>[ClH:1].[ClH:1].[Cl:1][C:2]1[CH:11]=[C:10]2[C:5]([C:6]([NH:12][C@H:13]3[CH2:18][CH2:17][C@H:16]([NH:32][CH2:20][CH2:21][C:22]4[CH:31]=[CH:30][C:27]([O:28][CH3:29])=[C:24]([O:25][CH3:26])[CH:23]=4)[CH2:15][CH2:14]3)=[CH:7][CH:8]=[N:9]2)=[CH:4][CH:3]=1 |f:3.4.5|. Procedure: 275 mg 4-(7-chloroquinolin-4-ylamino)-cyclohexanone (see Example 124) and 181 mg of homoveratrylamine were boiled at reflux for 3 hours in 5 ml of ethanol in the presence of molecular sieve. The solution, which was cooled and freed from the molecular sieve, was concentrated to dryness. The residue was again taken up in 5 ml of ethanol and treated under argon at +5° C. with 37 mg of sodium borohydride. After 1 hour the mixture was concentrated and the residue was suspended in dichloromethane. The... Starting materials: C(C1=CC=CC=C1)(=O)C1=C(OCC(=O)OC)C=C(C=C1)OCC1=CC=C(C=C1)OCC=1N=C(OC1C)C1=CC=CC=C1 (methyl 2-[2-benzoyl-5-[4-[(5-methyl-2-phenyl-4-oxazolyl)methoxy]benzyloxy]phenoxy]acetate), O1CCCC1 (tetrahydrofuran), Cl (Hydrochloric acid), [OH-].[Na+] (sodium hydroxide). The solvent is CO (methanol), O (water). Reaction conditions: time 3 hour. Product: C(C1=CC=CC=C1)(=O)C1=C(OCC(=O)O)C=C(C=C1)OCC1=CC=C(C=C1)OCC=1N=C(OC1C)C1=CC=CC=C1 (2-[2-benzoyl-5-[4[(5-methyl-2-phenyl-4-oxazolyl)methoxy]benzyloxy]phenoxy]acetic acid), compound. Isolated yield 76.0%. As a reaction SMILES: [C:1]([C:9]1[CH:20]=[CH:19][C:18]([O:21][CH2:22][C:23]2[CH:28]=[CH:27][C:26]([O:29][CH2:30][C:31]3[N:32]=[C:33]([C:37]4[CH:42]=[CH:41][CH:40]=[CH:39][CH:38]=4)[O:34][C:35]=3[CH3:36])=[CH:25][CH:24]=2)=[CH:17][C:10]=1[O:11][CH2:12][C:13]([O:15]C)=[O:14])(=[O:8])[C:2]1[CH:7]=[CH:6][CH:5]=[CH:4][CH:3]=1.O1CCCC1.[OH-].[Na+].Cl>O.CO>[C:1]([C:9]1[CH:20]=[CH:19][C:18]([O:21][CH2:22][C:23]2[CH:28]=[CH:27][C:26]([O:29][CH2:30][C:31]3[N:32]=[C:33]([C:37]4[CH:38]=[CH:39][CH:40]=[CH:41][CH:42]=4)[O:34][C:35]=3[CH3:36])=[CH:25][CH:24]=2)=[CH:17][C:10]=1[O:11][CH2:12][C:13]([OH:15])=[O:14])(=[O:8])[C:2]1[CH:7]=[CH:6][CH:5]=[CH:4][CH:3]=1 |f:2.3|. Reported procedure: To a mixture of methyl 2-[2-benzoyl-5-[4-[(5-methyl-2-phenyl-4-oxazolyl)methoxy]benzyloxy]phenoxy]acetate (0.55 g), tetrahydrofuran (1.5 mL) and methanol (1.5 mL) was added a 1N aqueous sodium hydroxide solution (1.5 mL) and the mixture was stirred at room temperature for 3 hrs. 1N Hydrochloric acid and water were added to acidify the reaction mixture, and the mixture was extracted with ethyl acetate. The organic layer was washed with saturated brine, dried over anhydrous magnesium sulfate, and ... Starting materials: C=C(CCCCCCCCCCC)O[Si](C)(C)C, CCCCCC, O=C(OO)c1cccc(Cl)c1. The product is CCCCCCCCCCCC(=O)CO. Reaction SMILES: [CH3:12][Si:13]([O:14][C:15](=[CH2:16])[CH2:17][CH2:18][CH2:19][CH2:20][CH2:21][CH2:22][CH2:23][CH2:24][CH2:25][CH2:26][CH3:27])([CH3:28])[CH3:29].[CH3:30][CH2:31][CH2:32][CH2:33][CH2:34][CH3:35].[OH:1][O:2][C:3]([c:4]1[cH:5][c:6]([Cl:7])[cH:8][cH:9][cH:10]1)=[O:11]>>[OH:1][CH2:14][C:15](=[O:16])[CH2:17][CH2:18][CH2:19][CH2:20][CH2:21][CH2:22][CH2:23][CH2:24][CH2:25][CH2:26][CH3:27]. The reactants are IC1=C(N=C(N1)C1(COC1)C)C(F)(F)F (5-iodo-2-(3-methyloxetan-3-yl)-4-(trifluoromethyl)-1H-imidazole), O1CCC(CC1)C=O (tetrahydro-2H-pyran-4-carbaldehyde). The product is IC1=C(N=C(N1)C1CCOCC1)C(F)(F)F (5-Iodo-2-(tetrahydro-2H-pyran-4-yl)-4-(trifluoromethyl)-1H-imidazole). As a reaction SMILES: [I:1][C:2]1[NH:6][C:5]([C:7]2([CH3:11])[CH2:10]OC2)=[N:4][C:3]=1[C:12]([F:15])([F:14])[F:13].[O:16]1[CH2:21]CC(C=O)C[CH2:17]1>>[I:1][C:2]1[NH:6][C:5]([CH:7]2[CH2:10][CH2:21][O:16][CH2:17][CH2:11]2)=[N:4][C:3]=1[C:12]([F:13])([F:14])[F:15]. Procedure: The title compound was prepared using standard chemical manipulations and procedures similar to those used for the preparation of compound 202.2, except tetrahydro-2H-pyran-4-carbaldehyde was used instead of 3-methyloxetane-3-carbaldehyde.